From a dataset of the Open Reaction Database (ORD), a public repository of structured organic reaction records. describe an organic reaction: reactants, conditions, products, and yield The reactants are CCC(C(=O)[O-])n1cnc2c(NC(=O)OCc3ccccc3)nc(N)nc21, Cl, [Na+], [OH-]. Product: Nc1nc(NC(=O)OCc2ccccc2)c2ncn(CC(=O)O)c2n1. As a reaction SMILES: [CH2:1]([CH3:2])[CH:3]([C:4](=[O:5])[O-:6])[n:7]1[c:8]2[n:9][c:10]([NH2:27])[n:11][c:12]([NH:16][C:17](=[O:18])[O:19][CH2:20][c:21]3[cH:22][cH:23][cH:24][cH:25][cH:26]3)[c:13]2[n:14][cH:15]1.[ClH:28].[Na+:30].[OH-:29]>>[CH2:3]([C:4](=[O:5])[OH:6])[n:7]1[c:8]2[n:9][c:10]([NH2:27])[n:11][c:12]([NH:16][C:17](=[O:18])[O:19][CH2:20][c:21]3[cH:22][cH:23][cH:24][cH:25][cH:26]3)[c:13]2[n:14][cH:15]1. Starting materials: C(C)(C)(C)C=1C=C(C=C(C1O)C(C)(C)C)C=1N=C(NC1)SC (4-(3,5-di-tert-butyl-4-hydroxyphenyl)-2-methylthioimidazole), ClC1=CC(=CC=C1)C(=O)OO (m-chloroperbenzoic acid). The solvent is C(Cl)(Cl)Cl (chloroform). Yields the product C(C)(C)(C)C=1C=C(C=C(C1O)C(C)(C)C)C=1N=C(NC1)S(=O)C (4-(3,5-di-tert-butyl-4-hydroxyphenyl)-2-methylsulfinylimidazole). The yield is 38.7%. As a reaction SMILES: [C:1]([C:5]1[CH:6]=[C:7]([C:16]2[N:17]=[C:18]([S:21][CH3:22])[NH:19][CH:20]=2)[CH:8]=[C:9]([C:12]([CH3:15])([CH3:14])[CH3:13])[C:10]=1[OH:11])([CH3:4])([CH3:3])[CH3:2].ClC1C=CC=C(C(OO)=[O:31])C=1>C(Cl)(Cl)Cl>[C:12]([C:9]1[CH:8]=[C:7]([C:16]2[N:17]=[C:18]([S:21]([CH3:22])=[O:31])[NH:19][CH:20]=2)[CH:6]=[C:5]([C:1]([CH3:2])([CH3:3])[CH3:4])[C:10]=1[OH:11])([CH3:15])([CH3:14])[CH3:13]. Procedure details: To a solution of 0.32 g of 4-(3,5-di-tert-butyl-4-hydroxyphenyl)-2-methylthioimidazole in 5 ml of chloroform was added 0.18 g of m-chloroperbenzoic acid at room temperature and the mixture was stirred for a day. The reaction mixture was washed with a diluted alkali solution, dried, concentrated under reduced pressure, and the residue thus formed was recrystallized from cyclohexane to provide 0.13 g of 4-(3,5-di-tert-butyl-4-hydroxyphenyl)-2-methylsulfinylimidazole.